This data is from the Open Reaction Database (ORD), a public repository of structured organic reaction records. The task is: describe an organic reaction: reactants, conditions, products, and yield Starting materials: CC(=O)O, CN(C)C=O, CC1(CNc2ccccc2)SC2C(NC(=O)Cc3ccccc3)C(=O)N2C1C(=O)OCC(Cl)(Cl)Cl, [Zn]. Product: CC1(CNc2ccccc2)SC2C(NC(=O)Cc3ccccc3)C(=O)N2C1C(=O)O. As a reaction SMILES: [CH3:36][C:37](=[O:38])[OH:39].[CH3:40][N:41]([CH3:42])[CH:43]=[O:44].[NH:1]([c:2]1[cH:3][cH:4][cH:5][cH:6][cH:7]1)[CH2:8][C:9]1([CH3:35])[S:10][CH:11]2[N:12]([CH:13]1[C:14](=[O:15])[O:16][CH2:17][C:18]([Cl:19])([Cl:20])[Cl:21])[C:22](=[O:34])[CH:23]2[NH:24][C:25]([CH2:26][c:27]1[cH:28][cH:29][cH:30][cH:31][cH:32]1)=[O:33].[Zn:45]>>[NH:1]([c:2]1[cH:3][cH:4][cH:5][cH:6][cH:7]1)[CH2:8][C:9]1([CH3:35])[S:10][CH:11]2[N:12]([CH:13]1[C:14](=[O:15])[OH:16])[C:22](=[O:34])[CH:23]2[NH:24][C:25]([CH2:26][c:27]1[cH:28][cH:29][cH:30][cH:31][cH:32]1)=[O:33]. Reaction SMILES: [Cl:1][C:2]1[CH:14]=[CH:13][C:5]([C:6]([CH:8]([CH3:12])C(O)=O)=O)=[CH:4][CH:3]=1.[OH-:15].[K+].O.NN.[CH2:20]([OH:29])COCCOCCO>>[Cl:1][C:2]1[CH:3]=[CH:4][C:5]([CH:6]([CH2:8][CH3:12])[C:20]([OH:29])=[O:15])=[CH:13][CH:14]=1 |f:1.2,3.4|. Procedure: 4-Chlorobenzoyl propionic acid [Formula VII: R1 =R2 =R4 =H; R3 =Cl] (49.94 g, 234.9 mM) was dissolved under nitrogen in 320 mL of triethylene glycol. To the stirred room temperature solution was added potassium hydroxide (44.5 g, 794 mM) followed by 98% hydrazine hydrate (29.0 g, 580.0 mM). The mixture was heated to reflux temperature (142° C.) for 2 hours. Water and hydrazine hydrate were distilled off at atmospheric pressure; the pot temperature rose to 195°-200° C. After 0.5 hours at 195°-200... Conditions: temperature 142 celsius, time 0.5 hour. Reactants: O.NN (hydrazine hydrate), ClC1=CC=C(C(=O)C(C(=O)O)C)C=C1 (4-Chlorobenzoyl propionic acid), ClC1=CC=C(C(=O)C(C(=O)O)C)C=C1 (4-Chlorobenzoyl propionic acid), C(COCCOCCO)O (triethylene glycol), [OH-].[K+] (potassium hydroxide). Yields the product ClC1=CC=C(C=C1)C(C(=O)O)CC (4-Chlorophenylbutyric acid).